Dataset: the Open Reaction Database (ORD), a public repository of structured organic reaction records. Task: describe an organic reaction: reactants, conditions, products, and yield Reactants: BrC1=CC2=C(C(OC2)=O)C=C1 (5-bromo-2-benzofuran-1(3H)-one), C1CC(=O)N(C1=O)Br (NBS). The solvent is OS(=O)(=O)C(F)(F)F (Triflic acid). Run at time 2 day. Yields the product BrC1=C(C=CC=2C(OCC21)=O)Br (4,5-dibromo-2-benzofuran-1(3H)-one). Reaction SMILES: [Br:1][C:2]1[CH:11]=[CH:10][C:5]2[C:6](=[O:9])[O:7][CH2:8][C:4]=2[CH:3]=1.C1C(=O)N([Br:19])C(=O)C1>OS(C(F)(F)F)(=O)=O>[Br:19][C:3]1[C:4]2[CH2:8][O:7][C:6](=[O:9])[C:5]=2[CH:10]=[CH:11][C:2]=1[Br:1]. Reported procedure: To a flask containing a stir bar was added 5-bromo-2-benzofuran-1(3H)-one (12.0 g, 56.3 mmol) and NBS (15 g, 84 mmol). Triflic acid (50 mL) was then added at 0° C. and the resulting mixture was allowed to warm to rt and stir for 2 days. TLC analysis of the reaction mixture showed complete reaction. The reaction mixture was poured into ice and the organic layer was separated, washed with brine, water, dried over Na2SO4, filtered, and concentrated to dryness. The residue was then absorbed into sil...